describe an organic reaction: reactants, conditions, products, and yield From a dataset of the Open Reaction Database (ORD), a public repository of structured organic reaction records. Starting materials: FC(C(=O)O)(F)F.C1(CCCC1)C(=O)N1CC(CC(C1)C1=CC=C(C=C1)CC)N (1-(Cyclopentylcarbonyl)-5-(4-ethylphenyl)piperidine-3-amine trifluoroacetate), C1(=CC=CC=C1)N=C=O (phenyl isocyanate). Yields the product C1(CCCC1)C(=O)N1CC(CC(C1)C1=CC=C(C=C1)CC)NC(=O)NC1=CC=CC=C1 (1-[1-(Cyclopentylcarbonyl)-5-(4-ethylphenyl)piperidin-3-yl]-3-phenylurea). Reaction SMILES: FC(F)(F)C(O)=O.[CH:8]1([C:13]([N:15]2[CH2:20][CH:19]([C:21]3[CH:26]=[CH:25][C:24]([CH2:27][CH3:28])=[CH:23][CH:22]=3)[CH2:18][CH:17]([NH2:29])[CH2:16]2)=[O:14])[CH2:12][CH2:11][CH2:10][CH2:9]1.[C:30]1([N:36]=[C:37]=[O:38])[CH:35]=[CH:34][CH:33]=[CH:32][CH:31]=1>>[CH:8]1([C:13]([N:15]2[CH2:20][CH:19]([C:21]3[CH:22]=[CH:23][C:24]([CH2:27][CH3:28])=[CH:25][CH:26]=3)[CH2:18][CH:17]([NH:29][C:37]([NH:36][C:30]3[CH:35]=[CH:34][CH:33]=[CH:32][CH:31]=3)=[O:38])[CH2:16]2)=[O:14])[CH2:9][CH2:10][CH2:11][CH2:12]1 |f:0.1|. Procedure: 108 mg (0.22 mmol) of 1-(cyclopentylcarbonyl)-5-(4-ethylphenyl)piperidine-3-amine trifluoroacetate (Example 8A) and 31 mg (0.26 mmol, 1.2 eq.) of phenyl isocyanate were reacted according to General Method 4. Yield: 72 mg (79% of theory) Starting materials: NC1=NC(=NC2=C(C(=C(C=C12)Cl)OC)OC)Cl (4-amino-2,6-dichloro-7,8-dimethoxyquinazoline), N1CC(CC1)O (3-pyrrolidinol). Run in C(CC(C)C)O (isoamyl alcohol). Product: Cl.OC1CN(CC1)C1=NC2=C(C(=C(C=C2C(=N1)N)Cl)OC)OC (2-(3-Hydroxypyrrolidin-1-yl)-4-amino-6-chloro-7,8-dimethoxyquinazoline hydrochloride). RXN SMILES: [NH2:1][C:2]1[C:11]2[C:6](=[C:7]([O:15][CH3:16])[C:8]([O:13][CH3:14])=[C:9]([Cl:12])[CH:10]=2)[N:5]=[C:4](Cl)[N:3]=1.[NH:18]1[CH2:22][CH2:21][CH:20]([OH:23])[CH2:19]1>C(O)CC(C)C>[ClH:12].[OH:23][CH:20]1[CH2:21][CH2:22][N:18]([C:4]2[N:3]=[C:2]([NH2:1])[C:11]3[C:6](=[C:7]([O:15][CH3:16])[C:8]([O:13][CH3:14])=[C:9]([Cl:12])[CH:10]=3)[N:5]=2)[CH2:19]1 |f:3.4|. Procedure: A mixture of 4-amino-2,6-dichloro-7,8-dimethoxyquinazoline (5.48 g., 0.020 mole) and 3-pyrrolidinol (2.18 g., 0.025 mole) in 150 ml. of isoamyl alcohol is heated at reflux for five hours then cooled in ice. The precipitated product is collected by filtration and purified by recrystallization to obtain the title compound. Reactants: [N+](=O)([O-])C1C(C2=CC=CC=C2C1=O)=O (2-nitroindane-1,3-dione), CO (methanol). Solvent: O (water). Run at time 8 hour. Yields the product Ψ-ester, COC1(OC(=O)C2=CC=CC=C12)C[N+](=O)[O-] (3-methoxy-3-nitromethylphthalide). RXN SMILES: [N+:1]([CH:4]1[C:12](=[O:13])[C:11]2[C:6](=[CH:7][CH:8]=[CH:9][CH:10]=2)[C:5]1=[O:14])([O-:3])=[O:2].[CH3:15][OH:16]>O>[CH3:15][O:16][C:12]1([CH2:4][N+:1]([O-:3])=[O:2])[C:11]2[C:6](=[CH:7][CH:8]=[CH:9][CH:10]=2)[C:5](=[O:14])[O:13]1. Procedure details: A mixture of 2-nitroindane-1,3-dione (22.3g., 0.117 moles) and methanol (100 ml) was heated under reflux for 4 hours, cooled, poured into water (1 liter), allowed to stand overnight then filtered. The solid was extracted with 5% sodium bicarbonate solution (200 ml). The insoluble material was filtered off, dried, and recrystallised from ethanol to give the Ψ-ester, 3-methoxy-3-nitromethylphthalide, m.p. 113°-114°. Acidification of the sodium bicarbonate filtrate, filtration and recrystallisation... Reactants: C(C)OC(CC=1C=C(C(=CC1)OC)C1=C(C=C(C=C1)C=1C=NC(=CC1)OCC)CN(CC)C(=O)OC(C)(C)C)=O ([2′-[(tert-Butoxycarbonyl-ethyl-amino)-methyl]-4′-(6-ethoxy-pyridin-3-yl)-6-methoxy-biphenyl-3-yl]-acetic acid ethyl ester), Cl (HCl), O1CCOCC1 (1,4-dioxane). Solvent: C(Cl)Cl (CH2Cl2). The product is Cl.C(C)OC(CC=1C=C(C(=CC1)OC)C1=C(C=C(C=C1)C=1C=NC(=CC1)OCC)CNCC)=O ([4′-(6-Ethoxy-pyridin-3-yl)-2′-ethylaminomethyl-6-methoxy-biphenyl-3-yl]-acetic acid ethyl ester, hydrochloride). As a reaction SMILES: [CH2:1]([O:3][C:4](=[O:40])[CH2:5][C:6]1[CH:7]=[C:8]([C:14]2[CH:19]=[CH:18][C:17]([C:20]3[CH:21]=[N:22][C:23]([O:26][CH2:27][CH3:28])=[CH:24][CH:25]=3)=[CH:16][C:15]=2[CH2:29][N:30](C(OC(C)(C)C)=O)[CH2:31][CH3:32])[C:9]([O:12][CH3:13])=[CH:10][CH:11]=1)[CH3:2].[ClH:41].O1CCOCC1>C(Cl)Cl>[ClH:41].[CH2:1]([O:3][C:4](=[O:40])[CH2:5][C:6]1[CH:7]=[C:8]([C:14]2[CH:19]=[CH:18][C:17]([C:20]3[CH:21]=[N:22][C:23]([O:26][CH2:27][CH3:28])=[CH:24][CH:25]=3)=[CH:16][C:15]=2[CH2:29][NH:30][CH2:31][CH3:32])[C:9]([O:12][CH3:13])=[CH:10][CH:11]=1)[CH3:2] |f:4.5|. Procedure details: [2′-[(tert-Butoxycarbonyl-ethyl-amino)-methyl]-4′-(6-ethoxy-pyridin-3-yl)-6-methoxy-biphenyl-3-yl]-acetic acid ethyl ester (1.09 g, 2.0 mmol) in CH2Cl2 (10 mL) was treated with 4N HCl in 1,4-dioxane (6 mL, 24.0 mmol) at room temperature, until complete conversion was seen by analytical LCMS. The mixture was concentrated to give the title compound. Starting materials: COc1ccc(C(=O)CBr)cc1, CN(C)C=O, CCOC(C)=O, [H-], [Na+], CCCOc1cc(=O)[nH]c(=O)n1Cc1ccc(-c2ccccc2C#N)cc1. Yields the product CCCOc1cc(=O)n(CC(=O)c2ccc(OC)cc2)c(=O)n1Cc1ccc(-c2ccccc2C#N)cc1. RXN SMILES: [Br:28][CH2:29][C:30](=[O:31])[c:32]1[cH:33][cH:34][c:35]([O:38][CH3:39])[cH:36][cH:37]1.[CH3:40][N:41]([CH3:42])[CH:43]=[O:44].[CH3:47][CH2:48][O:49][C:50](=[O:51])[CH3:52].[H-:45].[Na+:46].[O:1]=[c:2]1[n:3]([CH2:13][c:14]2[cH:15][cH:16][c:17](-[c:20]3[c:21]([C:26]#[N:27])[cH:22][cH:23][cH:24][cH:25]3)[cH:18][cH:19]2)[c:4]([O:9][CH2:10][CH2:11][CH3:12])[cH:5][c:6](=[O:8])[nH:7]1>>[O:1]=[c:2]1[n:3]([CH2:13][c:14]2[cH:15][cH:16][c:17](-[c:20]3[c:21]([C:26]#[N:27])[cH:22][cH:23][cH:24][cH:25]3)[cH:18][cH:19]2)[c:4]([O:9][CH2:10][CH2:11][CH3:12])[cH:5][c:6](=[O:8])[n:7]1[CH2:29][C:30](=[O:31])[c:32]1[cH:33][cH:34][c:35]([O:38][CH3:39])[cH:36][cH:37]1. Reactants: O=C1N(c2ccc(OC(F)(F)F)cc2)CCC12CCN(S(=O)(=O)Cl)CC2, CC(CN)c1ccccc1. Product: CC(CNS(=O)(=O)N1CCC2(CCN(c3ccc(OC(F)(F)F)cc3)C2=O)CC1)c1ccccc1. RXN SMILES: [O:1]=[C:2]1[N:3]([c:16]2[cH:17][cH:18][c:19]([O:22][C:23]([F:24])([F:25])[F:26])[cH:20][cH:21]2)[CH2:4][CH2:5][C:6]12[CH2:7][CH2:8][N:9]([S:12](=[O:13])(=[O:14])[Cl:15])[CH2:10][CH2:11]2.[c:27]1([CH:33]([CH2:34][NH2:35])[CH3:36])[cH:28][cH:29][cH:30][cH:31][cH:32]1>>[O:1]=[C:2]1[N:3]([c:16]2[cH:17][cH:18][c:19]([O:22][C:23]([F:24])([F:25])[F:26])[cH:20][cH:21]2)[CH2:4][CH2:5][C:6]12[CH2:7][CH2:8][N:9]([S:12](=[O:13])(=[O:14])[NH:35][CH2:34][CH:33]([c:27]1[cH:28][cH:29][cH:30][cH:31][cH:32]1)[CH3:36])[CH2:10][CH2:11]2. Starting materials: CCOC(=O)C(C)(C)Br, O=C([O-])[O-], C=CCc1c(O)ccc2c(CCc3nc(-c4ccc(Cl)cc4Cl)oc3C(C)C)noc12, CCC(C)=O, [K+], [K+]. Product: C=CCc1c(OC(C)(C)C(=O)OCC)ccc2c(CCc3nc(-c4ccc(Cl)cc4Cl)oc3C(C)C)noc12. RXN SMILES: [Br:32][C:33]([C:34](=[O:35])[O:36][CH2:37][CH3:38])([CH3:39])[CH3:40].[C:41](=[O:42])([O-:43])[O-:44].[CH2:1]([CH:2]=[CH2:3])[c:4]1[c:5]([OH:31])[cH:6][cH:7][c:8]2[c:9]([CH2:13][CH2:14][c:15]3[n:16][c:17](-[c:23]4[c:24]([Cl:30])[cH:25][c:26]([Cl:29])[cH:27][cH:28]4)[o:18][c:19]3[CH:20]([CH3:21])[CH3:22])[n:10][o:11][c:12]12.[CH2:47]([C:48]([CH3:49])=[O:50])[CH3:51].[K+:45].[K+:46]>>[CH2:1]([CH:2]=[CH2:3])[c:4]1[c:5]([O:31][C:33]([C:34](=[O:35])[O:36][CH2:37][CH3:38])([CH3:39])[CH3:40])[cH:6][cH:7][c:8]2[c:9]([CH2:13][CH2:14][c:15]3[n:16][c:17](-[c:23]4[c:24]([Cl:30])[cH:25][c:26]([Cl:29])[cH:27][cH:28]4)[o:18][c:19]3[CH:20]([CH3:21])[CH3:22])[n:10][o:11][c:12]12. Reactants: solution, IC=1C2=CC=C3CCCCC4=NN=C(N[C@H](C(N5[C@@H](C[C@@H](OC(=NC1)C2=C3)C5)C(=O)OC)=O)C(C)C)O4 (methyl (3R,5S,8S)-22-iodo-8-isopropyl-7-oxo-2,27-dioxa-6,9,11,12,24-pentaazapentacyclo[16.6.2.13,6.110,13.021,25]octacosa-1(24), 10,12,18,20,22,25-heptaene-5-carboxylate), C(CCC)[Sn](C=C)(CCCC)CCCC (tributylethenylstannane). The reagents and catalysts are C=1C=CC(=CC1)[P](C=2C=CC=CC2)(C=3C=CC=CC3)[Pd]([P](C=4C=CC=CC4)(C=5C=CC=CC5)C=6C=CC=CC6)([P](C=7C=CC=CC7)(C=8C=CC=CC8)C=9C=CC=CC9)[P](C=1C=CC=CC1)(C=1C=CC=CC1)C=1C=CC=CC1 (tetrakis(triphenylphosphine)palladium(0)). Solvent: CCOC(=O)C (EtOAc), C1(=CC=CC=C1)C (toluene). Run at temperature 100 celsius, time 1 hour. The product is C(C)(C)[C@H]1C(N2[C@@H](C[C@@H](OC3=NC=C(C4=CC=C(CCCCC5=NN=C(N1)O5)C=C34)C=C)C2)C(=O)OC)=O (methyl (3R,5S,8S)-8-isopropyl-7-oxo-22-vinyl-2,27-dioxa-6,9,11,12,24-pentaazapentacyclo[16.6.2.13,6.110,13.021,25]octacosa-1(24),10,12,18,20,22,25-heptaene-5-carboxylate). Reaction SMILES: I[C:2]1[C:3]2[C:26]3=[CH:27][C:6]([CH2:7][CH2:8][CH2:9][CH2:10][C:11]4[O:37][C:14]([NH:15][C@@H:16]([CH:34]([CH3:36])[CH3:35])[C:17](=[O:33])[N:18]5[CH2:28][C@H:21]([O:22][C:23]3=[N:24][CH:25]=1)[CH2:20][C@H:19]5[C:29]([O:31][CH3:32])=[O:30])=[N:13][N:12]=4)=[CH:5][CH:4]=2.[CH2:38]([Sn](CCCC)(CCCC)C=C)[CH2:39]CC>C1(C)C=CC=CC=1.CCOC(C)=O.C1C=CC([P]([Pd]([P](C2C=CC=CC=2)(C2C=CC=CC=2)C2C=CC=CC=2)([P](C2C=CC=CC=2)(C2C=CC=CC=2)C2C=CC=CC=2)[P](C2C=CC=CC=2)(C2C=CC=CC=2)C2C=CC=CC=2)(C2C=CC=CC=2)C2C=CC=CC=2)=CC=1>[CH:34]([C@@H:16]1[NH:15][C:14]2[O:37][C:11](=[N:12][N:13]=2)[CH2:10][CH2:9][CH2:8][CH2:7][C:6]2[CH:27]=[C:26]3[C:3](=[CH:4][CH:5]=2)[C:2]([CH:38]=[CH2:39])=[CH:25][N:24]=[C:23]3[O:22][C@H:21]2[CH2:28][N:18]([C@H:19]([C:29]([O:31][CH3:32])=[O:30])[CH2:20]2)[C:17]1=[O:33])([CH3:36])[CH3:35] |^1:69,71,90,109|. Procedure: To a 0.1 M solution of methyl (3R,5S,8S)-22-iodo-8-isopropyl-7-oxo-2,27-dioxa-6,9,11,12,24-pentaazapentacyclo[16.6.2.13,6.110,13.021,25]octacosa-1(24), 10,12,18,20,22,25-heptaene-5-carboxylate (Example 12, Step 2) in dry toluene was added tetrakis(triphenylphosphine)palladium(0) (0.05 eq.). N2 was bubbled through the reaction mixture for 5 minutes and tributylethenylstannane (1.5 eq) was added. The mixture was stirred at 100° C. for 1 h, allowed to cool to RT, diluted with EtOAc and washed with ... The reactants are Cl.N1(CCCCC1)CCCOC1=CC=C(C(=O)Cl)C=C1 (4-(3-Piperidin-1-ylpropoxy)benzoyl chloride hydrochloride), C1CNCCC2=C1C=CC=C2 (2,3,4,5-tetrahydro-1H-3-benzazepine). Yields the product Cl.N1(CCCCC1)CCCOC1=CC=C(C(=O)N2CCC3=C(CC2)C=CC=C3)C=C1 (N-[4-(3-Piperidin-1-ylpropoxy)benzoyl]-2,3,4,5-tetrahydro-1H-3-benzazepine hydrochloride), solid. Reaction SMILES: Cl.[N:2]1([CH2:8][CH2:9][CH2:10][O:11][C:12]2[CH:20]=[CH:19][C:15]([C:16]([Cl:18])=[O:17])=[CH:14][CH:13]=2)[CH2:7][CH2:6][CH2:5][CH2:4][CH2:3]1.[CH2:21]1[C:27]2[CH:28]=[CH:29][CH:30]=[CH:31][C:26]=2[CH2:25][CH2:24][NH:23][CH2:22]1>>[ClH:18].[N:2]1([CH2:8][CH2:9][CH2:10][O:11][C:12]2[CH:20]=[CH:19][C:15]([C:16]([N:23]3[CH2:22][CH2:21][C:27]4[CH:28]=[CH:29][CH:30]=[CH:31][C:26]=4[CH2:25][CH2:24]3)=[O:17])=[CH:14][CH:13]=2)[CH2:7][CH2:6][CH2:5][CH2:4][CH2:3]1 |f:0.1,3.4|. Procedure: The title compound was prepared from 4-(3-piperidin-1-ylpropoxy)benzoyl chloride hydrochloride (D3) (0.20 g) and 2,3,4,5-tetrahydro-1H-3-benzazepine (WO00/21951) (0.89 g) using the procedure described for Example 1 and isolated as a white solid (0.16 g). MS electrospray (+ion) 393 (MH+). 1H NMR δ (DMSO-d6): 9.68 (1H, s), 7.34 (2H, d, J=6.8 Hz), 7.14 (4H, m), 7.00 (2H, d, J=6.8 Hz), 4.10 (2H, t, J=5.9 Hz), 3.81-3.45 (6H, m), 3.17 (2H, m), 2.90 (6H, m), 2.17 (2H, m), 1.83-1.37 (6H, m).